Dataset: the Open Reaction Database (ORD), a public repository of structured organic reaction records. Task: describe an organic reaction: reactants, conditions, products, and yield Starting materials: C1(=CC=CC=C1)OC(NC=1C(=NC(=C(C1)CC)C)OC)=O (Phenyl-N-(5-ethyl-2-methoxy-6-methylpyridin-3-yl)carbamate), FC=1C=C(C=C(C1)F)N1CCNCC1 (1-(3,5-difluorophenyl)piperazine). Product: C(C)C=1C=C(C(=NC1C)OC)NC(=O)N1CCN(CC1)C1=CC(=CC(=C1)F)F (1-[(5-ethyl-2-methoxy-6-methylpyridine-3-yl)aminocarbonyl]-4-(3,5-difluorophenyl)piperazine). The yield is 69.0%. As a reaction SMILES: C1(O[C:8](=[O:21])[NH:9][C:10]2[C:11]([O:19][CH3:20])=[N:12][C:13]([CH3:18])=[C:14]([CH2:16][CH3:17])[CH:15]=2)C=CC=CC=1.[F:22][C:23]1[CH:24]=[C:25]([N:30]2[CH2:35][CH2:34][NH:33][CH2:32][CH2:31]2)[CH:26]=[C:27]([F:29])[CH:28]=1>>[CH2:16]([C:14]1[CH:15]=[C:10]([NH:9][C:8]([N:33]2[CH2:32][CH2:31][N:30]([C:25]3[CH:24]=[C:23]([F:22])[CH:28]=[C:27]([F:29])[CH:26]=3)[CH2:35][CH2:34]2)=[O:21])[C:11]([O:19][CH3:20])=[N:12][C:13]=1[CH3:18])[CH3:17]. Procedure details: Phenyl-N-(5-ethyl-2-methoxy-6-methylpyridin-3-yl)carbamate and 1-(3,5-difluorophenyl)piperazine were reacted by the same way with the example 1 to obtain the titled compound.